Dataset: the Open Reaction Database (ORD), a public repository of structured organic reaction records. Task: describe an organic reaction: reactants, conditions, products, and yield The reactants are BrC(Br)(Br)Br, CCNC(=O)c1ccc(-n2nnc(C(=O)NC3CC3)c2CO)cc1, ClCCl, c1ccc(P(c2ccccc2)c2ccccc2)cc1. The product is CCNC(=O)c1ccc(-n2nnc(C(=O)NC3CC3)c2CBr)cc1. As a reaction SMILES: [C:25]([Br:26])([Br:27])([Br:28])[Br:29].[CH:1]1([NH:4][C:5](=[O:6])[c:7]2[n:8][n:9][n:10](-[c:14]3[cH:15][cH:16][c:17]([C:20](=[O:21])[NH:22][CH2:23][CH3:24])[cH:18][cH:19]3)[c:11]2[CH2:12][OH:13])[CH2:2][CH2:3]1.[Cl:49][CH2:50][Cl:51].[c:30]1([P:31]([c:32]2[cH:33][cH:34][cH:35][cH:36][cH:37]2)[c:38]2[cH:39][cH:40][cH:41][cH:42][cH:43]2)[cH:44][cH:45][cH:46][cH:47][cH:48]1>>[CH:1]1([NH:4][C:5](=[O:6])[c:7]2[n:8][n:9][n:10](-[c:14]3[cH:15][cH:16][c:17]([C:20](=[O:21])[NH:22][CH2:23][CH3:24])[cH:18][cH:19]3)[c:11]2[CH2:12][Br:26])[CH2:2][CH2:3]1. The reactants are C(C)(C)N(CC)C(C)C (diisopropylethylamine), BrC(C(=O)OCC)C (ethyl 2-bromopropionate), C(C)N1C(=CC2=CC=C(C=C12)C#N)CC[C@H]1N(CCC1)C(=O)[C@@H]1NCCC1 (1-ethyl-2-[2-[(S)-1-[((R)-pyrrolidin-2-yl)carbonyl]pyrrolidin-2-yl]ethyl]indole-6-carbonitrile). Solvent: C(C)#N (acetonitrile). Reaction conditions: temperature 70 celsius, time 4 hour. Product: C(C)OC(C(C)N1[C@H](CCC1)C(=O)N1[C@@H](CCC1)CCC=1N(C2=CC(=CC=C2C1)C(N)=N)CC)=O (ethyl-2-[(R)-2-[[(S)-2-[2-(6-amidino-1-ethylindol-2-yl)ethyl]pyrrolidinyl]carbonyl]pyrrolidinyl]propionate). The yield is 78.2%. Reaction SMILES: [CH2:1]([N:3]1[C:11]2[C:6](=[CH:7][CH:8]=[C:9]([C:12]#[N:13])[CH:10]=2)[CH:5]=[C:4]1[CH2:14][CH2:15][C@@H:16]1[CH2:20][CH2:19][CH2:18][N:17]1[C:21]([C@H:23]1[CH2:27][CH2:26][CH2:25][NH:24]1)=[O:22])[CH3:2].C([N:31](C(C)C)CC)(C)C.Br[CH:38]([CH3:44])[C:39]([O:41][CH2:42][CH3:43])=[O:40]>C(#N)C>[CH2:42]([O:41][C:39](=[O:40])[CH:38]([N:24]1[CH2:25][CH2:26][CH2:27][C@@H:23]1[C:21]([N:17]1[CH2:18][CH2:19][CH2:20][C@H:16]1[CH2:15][CH2:14][C:4]1[N:3]([CH2:1][CH3:2])[C:11]2[C:6]([CH:5]=1)=[CH:7][CH:8]=[C:9]([C:12](=[NH:31])[NH2:13])[CH:10]=2)=[O:22])[CH3:44])[CH3:43]. Procedure details: 300 mg (0.823 mmole) of 1-ethyl-2-[2-[(S)-1-[((R)-pyrrolidin-2-yl)carbonyl]pyrrolidin-2-yl]ethyl]indole-6-carbonitrile was dissolved in 15 ml of acetonitrile, and 0.29 ml (1.646 mmole) of diisopropylethylamine and 0.22 ml (1.646 mmole) of ethyl 2-bromopropionate were added thereto. The reaction mixture was heated to 70° C., stirred for 4 hours, and then concentrated under reduced pressure. The residue was purified with silica gel column chromatography [eluent: dichloromethane/methanol(20:1)] to ... Reactants: N1CCNCC1 (piperazine), CN (Methylamine), CSC=1C2=C(N=CN1)C=C(S2)C=O (4- (methylthio)thieno[3,2-d]pyrimidine-6-carbaldehyde), CSC=1C2=C(N=CN1)C=C(S2)C=O (4- (methylthio)thieno[3,2-d]pyrimidine-6-carbaldehyde), O (water). Run in C(Cl)Cl (DCM). Conditions: time 72 hour. Yields the product CN1C=NC(=C1C1=CC=2N=CN=C(C2S1)SC)C1=CC=CC=C1 (6-(1-Methyl-4-phenyl-1H-imidazol-5-yl)-4-(methylthio)thieno[3,2-d]pyrimidine), foam. The yield is 56.0%. RXN SMILES: [CH3:1][NH2:2].[CH3:3][S:4][C:5]1[C:6]2[S:13][C:12]([CH:14]=O)=[CH:11][C:7]=2[N:8]=[CH:9][N:10]=1.N1[CH2:21][CH2:20][NH:19][CH2:18]C1.O>C(Cl)Cl>[CH3:1][N:2]1[C:14]([C:12]2[S:13][C:6]3[C:5]([S:4][CH3:3])=[N:10][CH:9]=[N:8][C:7]=3[CH:11]=2)=[C:20]([C:21]2[CH:12]=[CH:11][CH:7]=[CH:6][CH:5]=2)[N:19]=[CH:18]1. Procedure details: Methylamine (2M in THF, 2.5 mL) was added to a solution of 4- (methylthio)thieno[3,2-d]pyrimidine-6-carbaldehyde (intermediate 21) (105 mg) in DCM (10 mL) containing 4 Å molecular sieves (1 g). The reaction mixture was stirred for 2.5 hours, at which point PhTosMIC (149 mg) and piperazine (90 mg) were added. The reaction was stirred for a further 72 hours then additional PhTosMIC (30 mg) was added. After stirring for a further 1.5 hours the mixture was poured into water and extracted into DCM, w... Solvent: CN(C)C=O (DMF), O (water). Run at temperature 80 celsius. Product: FC(C=1C=C(CCC2=NN(C(N2CC2=CC=CC=C2)=O)CCCN)C=C(C1)C(F)(F)F)(F)F (3-(3,5-Bis(trifluoromethyl)phenethyl)-4-benzyl-1-(3-aminopropyl)-5-oxo-1,2,4-triazole). Reported procedure: 3-(3,5-Bis(trifluoromethyl)phenethyl)-4-benzyl-1-(3-chloropropyl)-5-oxo-1,2,4-triazole (Description 2, 2.5 g, 0.005 mol) was dissolved in DMF (30 ml) and sodium azide (0.495 g, 0.0076 mol) added and the reaction heated to 80° C. for 16 hours. The reaction was cooled, diluted with water (50 ml) and extracted into ethyl acetate (75 ml). The organic layer was washed with water (3×25 ml), brine and dried (MgSO4). The solvent was removed and the resulting azide (colourless off) was dissolved in ethan... As a reaction SMILES: [F:1][C:2]([F:33])([F:32])[C:3]1[CH:4]=[C:5]([CH:25]=[C:26]([C:28]([F:31])([F:30])[F:29])[CH:27]=1)[CH2:6][CH2:7][C:8]1[N:12]([CH2:13][C:14]2[CH:19]=[CH:18][CH:17]=[CH:16][CH:15]=2)[C:11](=[O:20])[N:10]([CH2:21][CH2:22][CH2:23]Cl)[N:9]=1.[N-:34]=[N+]=[N-].[Na+]>CN(C=O)C.O>[F:1][C:2]([F:33])([F:32])[C:3]1[CH:4]=[C:5]([CH:25]=[C:26]([C:28]([F:31])([F:30])[F:29])[CH:27]=1)[CH2:6][CH2:7][C:8]1[N:12]([CH2:13][C:14]2[CH:19]=[CH:18][CH:17]=[CH:16][CH:15]=2)[C:11](=[O:20])[N:10]([CH2:21][CH2:22][CH2:23][NH2:34])[N:9]=1 |f:1.2|. The reactants are FC(C=1C=C(CCC2=NN(C(N2CC2=CC=CC=C2)=O)CCCCl)C=C(C1)C(F)(F)F)(F)F (3-(3,5-Bis(trifluoromethyl)phenethyl)-4-benzyl-1-(3-chloropropyl)-5-oxo-1,2,4-triazole), [N-]=[N+]=[N-].[Na+] (sodium azide). Starting materials: CCCN(C)c1nc(C(F)(F)F)ccc1C=CC(=O)O, Cl, CS(=O)(=O)Nc1ccc(CN)cc1F. The product is CCCN(C)c1nc(C(F)(F)F)ccc1C=CC(=O)NCc1ccc(NS(C)(=O)=O)c(F)c1. As a reaction SMILES: [CH3:16][N:17]([c:18]1[n:19][c:20]([C:29]([F:30])([F:31])[F:32])[cH:21][cH:22][c:23]1[CH:24]=[CH:25][C:26](=[O:27])[OH:28])[CH2:33][CH2:34][CH3:35].[ClH:15].[NH2:1][CH2:2][c:3]1[cH:4][c:5]([F:14])[c:6]([NH:9][S:10](=[O:11])(=[O:12])[CH3:13])[cH:7][cH:8]1>>[NH:1]([CH2:2][c:3]1[cH:4][c:5]([F:14])[c:6]([NH:9][S:10](=[O:11])(=[O:12])[CH3:13])[cH:7][cH:8]1)[C:26]([CH:25]=[CH:24][c:23]1[c:18]([N:17]([CH3:16])[CH2:33][CH2:34][CH3:35])[n:19][c:20]([C:29]([F:30])([F:31])[F:32])[cH:21][cH:22]1)=[O:27].